Dataset: the Open Reaction Database (ORD), a public repository of structured organic reaction records. Task: describe an organic reaction: reactants, conditions, products, and yield Starting materials: NC=1C=CC2=C(C(OC(N2C)=O)(CC)CC)C1 (6-amino-4,4-diethyl-1-methyl-1,4-dihydro-2H-3,1-benzoxazin-2-one), C(C)(=O)C=1C=C(C=CC1)B(O)O (3-acetylphenylboronic acid). Yields the product C(C)(=O)C=1C=C(C=CC1)NC=1C=CC2=C(C(OC(N2C)=O)(CC)CC)C1 (6-[(3-acetylphenyl)amino]-4,4-diethyl-1-methyl-1,4-dihydro-2H-3,1-benzoxazin-2-one). As a reaction SMILES: [NH2:1][C:2]1[CH:3]=[CH:4][C:5]2[N:10]([CH3:11])[C:9](=[O:12])[O:8][C:7]([CH2:15][CH3:16])([CH2:13][CH3:14])[C:6]=2[CH:17]=1.[C:18]([C:21]1[CH:22]=[C:23](B(O)O)[CH:24]=[CH:25][CH:26]=1)(=[O:20])[CH3:19]>>[C:18]([C:21]1[CH:26]=[C:25]([NH:1][C:2]2[CH:3]=[CH:4][C:5]3[N:10]([CH3:11])[C:9](=[O:12])[O:8][C:7]([CH2:15][CH3:16])([CH2:13][CH3:14])[C:6]=3[CH:17]=2)[CH:24]=[CH:23][CH:22]=1)(=[O:20])[CH3:19]. Reported procedure: Prepared from 6-amino-4,4-diethyl-1-methyl-1,4-dihydro-2H-3,1-benzoxazin-2-one and 3-acetylphenylboronic acid according to the coupling procedure described in example 1. 1H NMR (DMSO-d6): δ 8.34 (s, 1H), 7.53 (d, J=1.8 Hz, 1H), 7.39 (m, 2H), 7.19 (dt, J=7.4, 1.9 Hz, 1H), 7.12 (dd, J=8.8, 2.5 Hz, 1H), 7.04 (d, J=8.8 Hz, 1H), 6.94 (d, J=2.5 Hz, 1H), 3.27 (s, 3H), 2.52 (s, 3H), 1.99 (m, 4H), 0.83 (t, J=7.4 Hz, 6H); MS (ESI) m/z 353 ([M+H]+); MS (ESI) m/z 351 ([M−H]−); Anal. calcd for C21H24N2O3: C,... Conditions: temperature 0 celsius, time 1.5 hour. Solvent: C(Cl)Cl (CH2Cl2). RXN SMILES: [F:1][C:2]1[CH:7]=[CH:6][C:5]([C:8]2[CH:13]=[CH:12][CH:11]=[CH:10][C:9]=2[CH2:14]O)=[CH:4][CH:3]=1.C(Br)(Br)(Br)[Br:17].C1(P(C2C=CC=CC=2)C2C=CC=CC=2)C=CC=CC=1>C(Cl)Cl>[Br:17][CH2:14][C:9]1[CH:10]=[CH:11][CH:12]=[CH:13][C:8]=1[C:5]1[CH:6]=[CH:7][C:2]([F:1])=[CH:3][CH:4]=1. Yields the product BrCC1=C(C=CC=C1)C1=CC=C(C=C1)F (2-bromomethyl-4′-fluorobiphenyl). Reactants: FC1=CC=C(C=C1)C1=C(C=CC=C1)CO ((4′-fluorobiphenyl-2-yl)-methanol), C(Br)(Br)(Br)Br (carbon tetrabromide), C1(=CC=CC=C1)P(C1=CC=CC=C1)C1=CC=CC=C1 (triphenylphosphine). Procedure: To a solution of (4′-fluorobiphenyl-2-yl)-methanol (2.58 g, 12.8 mmol) in CH2Cl2 (100 mL), carbon tetrabromide (7.40 g, 22.3 mmol) is added. The solution is cooled to 0° C. and then triphenylphosphine (7.53 g, 28.7 mmol) is added portionwise. The reaction is stirred at 0° C. for 1.5 h and then at room temperature for 90 h before the solvent is removed. The resulting residue is partitioned between Et2O and water and then filtered. The layers are separated and the aqueous layer is extracted with E... Conditions: temperature 110 celsius, time 18 hour. Reported procedure: Combine 1-[4-(3-amino-benzyloxy)-2-hydroxy-3-propyl-phenyl]-ethanone (500 mg, 1.67 mmol), 2-chloro-isonicotinic acid methyl ester (287 mg, 1.67 mmol) and cesium carbonate (762 mg, 2.34 mmol) in toluene (25 mL) and stir. Purge reaction vessel with argon. Add 2-(bicyclohexylphosphino)biphenyl (234 mg, 0.668 mmol), and tris(dibenzylideneacetone)dipalladium (153 mg, 0.167 mmol). Purge reaction vessel with argon. Heat to 110° C. After 18 hours, cool to ambient temperature. Add diethyl ether (25 mL) a... Run in C1(=CC=CC=C1)C (toluene). Yields the product COC(C1=CC(=NC=C1)NC1=CC(=CC=C1)COC1=C(C(=C(C=C1)C(C)=O)O)CCC)=O (2-[3-(4-acetyl-3-hydroxy-2-propyl-phenoxymethyl)-phenylamino]-isonicotinic acid methyl ester). RXN SMILES: [NH2:1][C:2]1[CH:3]=[C:4]([CH:20]=[CH:21][CH:22]=1)[CH2:5][O:6][C:7]1[CH:12]=[CH:11][C:10]([C:13](=[O:15])[CH3:14])=[C:9]([OH:16])[C:8]=1[CH2:17][CH2:18][CH3:19].[CH3:23][O:24][C:25](=[O:33])[C:26]1[CH:31]=[CH:30][N:29]=[C:28](Cl)[CH:27]=1.C(=O)([O-])[O-].[Cs+].[Cs+]>C1(C)C=CC=CC=1.C1C=CC(/C=C/C(/C=C/C2C=CC=CC=2)=O)=CC=1.C1C=CC(/C=C/C(/C=C/C2C=CC=CC=2)=O)=CC=1.C1C=CC(/C=C/C(/C=C/C2C=CC=CC=2)=O)=CC=1.[Pd].[Pd]>[CH3:23][O:24][C:25](=[O:33])[C:26]1[CH:31]=[CH:30][N:29]=[C:28]([NH:1][C:2]2[CH:22]=[CH:21][CH:20]=[C:4]([CH2:5][O:6][C:7]3[CH:12]=[CH:11][C:10]([C:13](=[O:15])[CH3:14])=[C:9]([OH:16])[C:8]=3[CH2:17][CH2:18][CH3:19])[CH:3]=2)[CH:27]=1 |f:2.3.4,6.7.8.9.10|. Starting materials: 2-(bicyclohexylphosphino)biphenyl, NC=1C=C(COC2=C(C(=C(C=C2)C(C)=O)O)CCC)C=CC1 (1-[4-(3-amino-benzyloxy)-2-hydroxy-3-propyl-phenyl]-ethanone), COC(C1=CC(=NC=C1)Cl)=O (2-chloro-isonicotinic acid methyl ester), C([O-])([O-])=O.[Cs+].[Cs+] (cesium carbonate). Reagents/catalysts: C=1C=CC(=CC1)/C=C/C(=O)/C=C/C2=CC=CC=C2.C=1C=CC(=CC1)/C=C/C(=O)/C=C/C2=CC=CC=C2.C=1C=CC(=CC1)/C=C/C(=O)/C=C/C2=CC=CC=C2.[Pd].[Pd] (tris(dibenzylideneacetone)dipalladium). The yield is 38.9%. Starting materials: BrC1=CC=C2CCC3(CCC(CC3)OC)C3(N=C(C(=N3)N)C)C2=C1 (7′-bromo-4-methoxy-5″-methyl-3′,4′-dihydrodispiro[cyclohexane-1,2′-naphthalene-1′,2″-imidazol]-4″-amine), ClC=1C=C(C#N)C=C(C1)B1OC(C(O1)(C)C)(C)C (3-chloro-5-(4,4,5,5-tetramethyl-1,3,2-dioxaborolan-2-yl)benzonitrile), ClC=1C=C(C#N)C=C(C1)B1OC(C(O1)(C)C)(C)C (3-chloro-5-(4,4,5,5-tetramethyl-1,3,2-dioxaborolan-2-yl)benzonitrile). Yields the product NC1=NC2(N=C1C)C1(CCC3=CC=C(C=C32)C=3C=C(C#N)C=C(C3)Cl)CCC(CC1)OC (3-(4″-Amino-4-methoxy-5″-methyl-3′,4′-dihydrodispiro[cyclohexane-1,2′-naphthalene-1′,2″-imidazol]-7′-yl)-5-chlorobenzonitrile). RXN SMILES: Br[C:2]1[CH:24]=[C:23]2[C:5]([CH2:6][CH2:7][C:8]3([C:16]42[N:20]=[C:19]([NH2:21])[C:18]([CH3:22])=[N:17]4)[CH2:13][CH2:12][CH:11]([O:14][CH3:15])[CH2:10][CH2:9]3)=[CH:4][CH:3]=1.[Cl:25][C:26]1[CH:27]=[C:28]([CH:31]=[C:32](B2OC(C)(C)C(C)(C)O2)[CH:33]=1)[C:29]#[N:30]>>[NH2:21][C:19]1[C:18]([CH3:22])=[N:17][C:16]2([C:23]3[C:5](=[CH:4][CH:3]=[C:2]([C:32]4[CH:31]=[C:28]([CH:27]=[C:26]([Cl:25])[CH:33]=4)[C:29]#[N:30])[CH:24]=3)[CH2:6][CH2:7][C:8]32[CH2:13][CH2:12][CH:11]([O:14][CH3:15])[CH2:10][CH2:9]3)[N:20]=1. Reported procedure: The title compound was prepared following the procedure described for Example 2, starting from 7′-bromo-4-methoxy-5″-methyl-3′,4′-dihydrodispiro[cyclohexane-1,2′-naphthalene-1′,2″-imidazol]-4″-amine (Example 5, 125 mg, 0.32 mmol) and 3-chloro-5-(4,4,5,5-tetramethyl-1,3,2-dioxaborolan-2-yl)benzonitrile (Intermediate 4, 93 mg, 0.35 mmol). The product was purified using preparative chromatography followed by concentration of the fractions, extraction of the remaining aqueous phase with DCM, washing... Reactants: ice water, [Li+].[OH-] (LiOH), [Li+].[Br-] (LiBr), Br (HBr), CCOC1=CC2=C(C=C1)N([C@@H]3[C@]2(CCN3C)C)C (eserethole). The solvent is O (water). The product is C[C@@]12CCN([C@@H]1N(C3=C2C=C(C=C3)O)C)C (eseroline). Isolated yield 93.9%. As a reaction SMILES: [Li+].[Br-].Br.CC[O:6][C:7]1[CH:12]=[CH:11][C:10]2[N:13]([CH3:21])[C@H:14]3[N:18]([CH3:19])[CH2:17][CH2:16][C@@:15]3([CH3:20])[C:9]=2[CH:8]=1.[Li+].[OH-]>O>[CH3:20][C@:15]12[C:9]3[CH:8]=[C:7]([OH:6])[CH:12]=[CH:11][C:10]=3[N:13]([CH3:21])[C@H:14]1[N:18]([CH3:19])[CH2:17][CH2:16]2 |f:0.1,4.5|. Procedure: Add LiBr (80 g) to 48% aq HBr (40 mL) and water (40 mL) to make a clear solution. To this solution add (-) eserethole (21.31 g, 86.63 mmol) at room temperature under nitrogen with stirring. Heat (90°-100° C.) the brownish clear solution with an oil bath for 5.5 hours. Cool the dark greenish brown solution to room temperature and pour into ice-water (240 mL). To this solution was add 20% LiOH to pH 9-10. Extract the mixture with ethyl acetate (2×150 mL). Wash the combined ethyl acetate solution w... Starting materials: C[Si](C)(C)CCOCn1ncc2cc(Br)cnc21, CC(C)(C)OC(N)=O, O=C([O-])[O-], C1CCOC1, [Cs+], [Cs+]. The product is CC(C)(C)OC(=O)Nc1cnc2c(cnn2COCC[Si](C)(C)C)c1. RXN SMILES: [Br:1][c:2]1[cH:3][c:4]2[c:5]([n:6][cH:7]1)[n:8]([CH2:11][O:12][CH2:13][CH2:14][Si:15]([CH3:16])([CH3:17])[CH3:18])[n:9][cH:10]2.[C:19]([NH2:20])([O:21][C:22]([CH3:23])([CH3:24])[CH3:25])=[O:26].[C:27](=[O:28])([O-:29])[O-:30].[CH2:33]1[O:34][CH2:35][CH2:36][CH2:37]1.[Cs+:31].[Cs+:32]>>[c:2]1([NH:20][C:19]([O:21][C:22]([CH3:23])([CH3:24])[CH3:25])=[O:26])[cH:3][c:4]2[c:5]([n:6][cH:7]1)[n:8]([CH2:11][O:12][CH2:13][CH2:14][Si:15]([CH3:16])([CH3:17])[CH3:18])[n:9][cH:10]2. Starting materials: COC([C@H](CC1=C(C=C(C=C1)OCC1=C(N=C(S1)C1=CC=C(C=C1)C(F)(F)F)C)CC)OCC)=O ((S)-2-ethoxy-3-{2-ethyl-4-[4-methyl-2-(4-trifluoromethyl-phenyl)-thiazol-5-ylmethoxy]-phenyl}-propionic acid methyl ester), [Li+].[OH-] (LiOH). Procedure: In analogy to the procedure described in example 10 d], (S)-2-ethoxy-3-{2-ethyl-4-[4-methyl-2-(4-trifluoromethyl-phenyl)-thiazol-5-ylmethoxy]-phenyl}-propionic acid methyl ester was treated with LiOH to obtain (S)-2-ethoxy-3-{2-ethyl-4-[4-methyl-2-(4-trifluoromethyl-phenyl)-thiazol-5-ylmethoxy]-phenyl}-propionic acid as yellow solid. Reaction SMILES: C[O:2][C:3](=[O:35])[C@@H:4]([O:32][CH2:33][CH3:34])[CH2:5][C:6]1[CH:11]=[CH:10][C:9]([O:12][CH2:13][C:14]2[S:18][C:17]([C:19]3[CH:24]=[CH:23][C:22]([C:25]([F:28])([F:27])[F:26])=[CH:21][CH:20]=3)=[N:16][C:15]=2[CH3:29])=[CH:8][C:7]=1[CH2:30][CH3:31].[Li+].[OH-]>>[CH2:33]([O:32][C@@H:4]([CH2:5][C:6]1[CH:11]=[CH:10][C:9]([O:12][CH2:13][C:14]2[S:18][C:17]([C:19]3[CH:20]=[CH:21][C:22]([C:25]([F:26])([F:27])[F:28])=[CH:23][CH:24]=3)=[N:16][C:15]=2[CH3:29])=[CH:8][C:7]=1[CH2:30][CH3:31])[C:3]([OH:35])=[O:2])[CH3:34] |f:1.2|. The product is C(C)O[C@H](C(=O)O)CC1=C(C=C(C=C1)OCC1=C(N=C(S1)C1=CC=C(C=C1)C(F)(F)F)C)CC ((S)-2-ethoxy-3-{2-ethyl-4-[4-methyl-2-(4-trifluoromethyl-phenyl)-thiazol-5-ylmethoxy]-phenyl}-propionic acid). Starting materials: CC(C)O, [Co], O=C1CCCCCCCCCCC(=O)OCCC1. The product is O=C1CCCCCCCCCCC(O)CCCO1. As a reaction SMILES: [CH:20]([OH:21])([CH3:22])[CH3:23].[Co:19].[O:1]=[C:2]1[CH2:3][CH2:4][CH2:5][CH2:6][CH2:7][CH2:8][CH2:9][CH2:10][CH2:11][CH2:12][C:13](=[O:14])[O:15][CH2:16][CH2:17][CH2:18]1>>[OH:1][CH:2]1[CH2:3][CH2:4][CH2:5][CH2:6][CH2:7][CH2:8][CH2:9][CH2:10][CH2:11][CH2:12][C:13](=[O:14])[O:15][CH2:16][CH2:17][CH2:18]1.